The task is: describe an organic reaction: reactants, conditions, products, and yield. This data is from the Open Reaction Database (ORD), a public repository of structured organic reaction records. Reactants: ClC1=CC=C(C=N1)S(=O)(=O)N1CC(N(CC1)C1=CC=C(C=C1)[C@](C(F)(F)F)(C)O)C#CC ((2S)-2-(4-(4-((6-chloro-3-pyridinyl)sulfonyl)-2-(1-propyn-1-yl)-1-piperazinyl)phenyl)-1,1,1-trifluoro-2-propanol), [OH-].[NH4+] (ammonium hydroxide). The solvent is CCO (EtOH). Reaction conditions: temperature 110 celsius. The product is NC1=CC=C(C=N1)S(=O)(=O)N1CC(N(CC1)C1=CC=C(C=C1)[C@](C(F)(F)F)(C)O)C#CC ((2S)-2-(4-(4-((6-amino-3-pyridinyl)sulfonyl)-2-(1-propyn-1-yl)-1-piperazinyl)phenyl)-1,1,1-trifluoro-2-propanol). Yield: 79.7%. Reaction SMILES: Cl[C:2]1[N:7]=[CH:6][C:5]([S:8]([N:11]2[CH2:16][CH2:15][N:14]([C:17]3[CH:22]=[CH:21][C:20]([C@@:23]([OH:29])([CH3:28])[C:24]([F:27])([F:26])[F:25])=[CH:19][CH:18]=3)[CH:13]([C:30]#[C:31][CH3:32])[CH2:12]2)(=[O:10])=[O:9])=[CH:4][CH:3]=1.[OH-].[NH4+:34]>CCO>[NH2:34][C:2]1[N:7]=[CH:6][C:5]([S:8]([N:11]2[CH2:16][CH2:15][N:14]([C:17]3[CH:22]=[CH:21][C:20]([C@@:23]([OH:29])([CH3:28])[C:24]([F:27])([F:26])[F:25])=[CH:19][CH:18]=3)[CH:13]([C:30]#[C:31][CH3:32])[CH2:12]2)(=[O:10])=[O:9])=[CH:4][CH:3]=1 |f:1.2|. Procedure details: To a 20-mL vial was added (2S)-2-(4-(4-((6-chloro-3-pyridinyl)sulfonyl)-2-(1-propyn-1-yl)-1-piperazinyl)phenyl)-1,1,1-trifluoro-2-propanol (0.235 g, 0.482 mmol), EtOH (3.0 mL), and ammonium hydroxide (30%, 3.0 mL, 23 mmol, J. T. Baker, Philipsburg, N.J.). The vial was sealed and heated at 110° C. for 20 h. The reaction mixture was cooled to rt and the solvent was removed in vacuo. The residue was partitioned between water (20 mL) and DCM (40 mL). The aqueous layer was extracted with DCM (2×20 mL... Starting materials: C(CC(=O)OC)(=O)OC(C)(C)C (tert-butyl methyl malonate), C([O-])([O-])=O.[Cs+].[Cs+] (cesium carbonate), FC(C=1C=C(C=C(C1)C(F)(F)F)NC(=S)N[C@H]1[C@@H](CCCC1)N(C)C)(F)F (1-[3,5-bis(trifluoromethy) phenyl]-3-[(1R,2R)-(−)-2-(dimethylamino)cyclohexyl]thiourea), C(C1=CC=CC=C1)OC=1C=C(C=CC1)C(S(=O)(=O)C1=CC=CC=C1)NC(OC(C)(C)C)=O (Tert-butyl {[3-(benzyloxy)phenyl](phenylsulfonyl)methyl}carbamate). Run in O (water), C(C)(=O)OCC (ethyl acetate), C1(=CC=CC=C1)C (toluene). Run at temperature 0 celsius, time 72 hour. The product is C(C1=CC=CC=C1)OC=1C=C(C=CC1)[C@H](C(C(=O)OC(C)(C)C)C(=O)OC)NC(=O)OC(C)(C)C (tert-butyl methyl 2-{(1S)-[3-(benzyloxy)phenyl][(tert-butoxycarbonyl)amino]methyl}propanedioate). RXN SMILES: [CH2:1]([O:8][C:9]1[CH:10]=[C:11]([CH:15]([NH:25][C:26](=[O:32])[O:27][C:28]([CH3:31])([CH3:30])[CH3:29])S(C2C=CC=CC=2)(=O)=O)[CH:12]=[CH:13][CH:14]=1)[C:2]1[CH:7]=[CH:6][CH:5]=[CH:4][CH:3]=1.[C:33]([O:40][C:41]([CH3:44])([CH3:43])[CH3:42])(=[O:39])[CH2:34][C:35]([O:37][CH3:38])=[O:36].C(=O)([O-])[O-].[Cs+].[Cs+].FC(F)(F)C1C=C(NC(N[C@@H]2CCCC[C@H]2N(C)C)=S)C=C(C(F)(F)F)C=1>O.C(OCC)(=O)C.C1(C)C=CC=CC=1>[CH2:1]([O:8][C:9]1[CH:10]=[C:11]([C@@H:15]([NH:25][C:26]([O:27][C:28]([CH3:29])([CH3:30])[CH3:31])=[O:32])[CH:34]([C:35]([O:37][CH3:38])=[O:36])[C:33]([O:40][C:41]([CH3:44])([CH3:42])[CH3:43])=[O:39])[CH:12]=[CH:13][CH:14]=1)[C:2]1[CH:3]=[CH:4][CH:5]=[CH:6][CH:7]=1 |f:2.3.4|. Procedure: Tert-butyl {[3-(benzyloxy)phenyl](phenylsulfonyl)methyl}carbamate (3.0 g, 5.93 mmol) was suspended in a toluene (21.6 mL) water (16 mL) mixture. At 0° C. tert-butyl methyl malonate (1.2 mL, 7.1 mmol), cesium carbonate (1.94 g, 5.9 mmol) and 1-[3,5-bis(trifluoromethy) phenyl]-3-[(1R,2R)-(−)-2-(dimethylamino)cyclohexyl]thiourea (246 mg, 0.59 mmol) was added and the mixture was stirred for 72 hours at 0° C. After storage at −20° C. for 72 hours the mixture was diluted with water and ethyl acetate, ... Starting materials: BrC=1C=C(C=CC1)C1NC2=CC=C(C=C2C(C1)(C)C)C#N (2-(3-bromo-phenyl)-4,4-dimethyl-1,2,3,4-tetrahydro-quinoline-6-carbonitrile), NC(C(=O)O)(C)C (2-amino-2-methyl-propionic acid), C([O-])([O-])=O.[K+].[K+] (potassium carbonate). Reagents/catalysts: [Cu]I (copper(I) iodide). Solvent: CS(=O)C (dimethyl sulfoxide). Yields the product C(#N)C=1C=C2C(CC(NC2=CC1)C=1C=C(C=CC1)NC(C(=O)O)(C)C)(C)C (2-[3-(6-cyano-4,4-dimethyl-1,2,3,4-tetrahydro-quinolin-2-yl)-phenylamino]-2-methyl-propionic acid). Yield: 33.0%. RXN SMILES: Br[C:2]1[CH:3]=[C:4]([CH:8]2[CH2:17][C:16]([CH3:19])([CH3:18])[C:15]3[C:10](=[CH:11][CH:12]=[C:13]([C:20]#[N:21])[CH:14]=3)[NH:9]2)[CH:5]=[CH:6][CH:7]=1.[NH2:22][C:23]([CH3:28])([CH3:27])[C:24]([OH:26])=[O:25].C(=O)([O-])[O-].[K+].[K+]>CS(C)=O.[Cu]I>[C:20]([C:13]1[CH:14]=[C:15]2[C:10](=[CH:11][CH:12]=1)[NH:9][CH:8]([C:4]1[CH:3]=[C:2]([NH:22][C:23]([CH3:28])([CH3:27])[C:24]([OH:26])=[O:25])[CH:7]=[CH:6][CH:5]=1)[CH2:17][C:16]2([CH3:19])[CH3:18])#[N:21] |f:2.3.4|. Reported procedure: A solution of 2-(3-bromo-phenyl)-4,4-dimethyl-1,2,3,4-tetrahydro-quinoline-6-carbonitrile (341 mg, 1.0 mmol), copper(I) iodide (57.0 mg, 0.3 mmol), 2-amino-2-methyl-propionic acid (235 mg, 4.0 mmol) and potassium carbonate (420 mg, 3.0 mmol) in dimethyl sulfoxide (4.0 mL) was stirred at 120° C. for 16 h. Then the reaction mixture was cooled to room temperature and extracted with ethyl acetate (150 mL×2), washed with water (50 mL×2) and saturated aqueous ammonium chloride solution (50 mL×2), drie... Reactants: C(C)(C)(C)OC(=O)N1CCNCC1 (piperazine-1-carboxylic acid tert-butyl ester), Cl(=O)(=O)(=O)[O-].[Li+] (lithium perchlorate), COC=1C=C2C(=CC=NC2=CC1)[C@H]1OC1 ((R)-2-(6-Methoxyquinolin-4-yl)oxirane). Run in C(C)#N (acetonitrile). Reaction conditions: time 10 hour. Yields the product C(C)(C)(C)OC(=O)N1CCN(CC1)C[C@@H](C1=CC=NC2=CC=C(C=C12)OC)O (4-[(R)-2-Hydroxy-2-(6-methoxyquinolin-4-yl)-ethyl]-piperazine-1-carboxylic acid tert-butyl ester). The yield is 92.4%. RXN SMILES: [CH3:1][O:2][C:3]1[CH:4]=[C:5]2[C:10](=[CH:11][CH:12]=1)[N:9]=[CH:8][CH:7]=[C:6]2[C@@H:13]1[CH2:15][O:14]1.[C:16]([O:20][C:21]([N:23]1[CH2:28][CH2:27][NH:26][CH2:25][CH2:24]1)=[O:22])([CH3:19])([CH3:18])[CH3:17].Cl([O-])(=O)(=O)=O.[Li+]>C(#N)C>[C:16]([O:20][C:21]([N:23]1[CH2:28][CH2:27][N:26]([CH2:15][C@H:13]([OH:14])[C:6]2[C:5]3[C:10](=[CH:11][CH:12]=[C:3]([O:2][CH3:1])[CH:4]=3)[N:9]=[CH:8][CH:7]=2)[CH2:25][CH2:24]1)=[O:22])([CH3:19])([CH3:17])[CH3:18] |f:2.3|. Reported procedure: (R)-2-(6-Methoxyquinolin-4-yl)oxirane (Example 3a) (4.30 g, 21.37 mmol) was dissolved in acetonitrile (30 mL). To the solution was added piperazine-1-carboxylic acid tert-butyl ester (7.17 g, 38.47 mmol) and lithium perchlorate (2.27 g, 106.4 mmol). The resulting slurry was stirred at room temperature for 10 hours and then concentrated in vacuo. The residue was partitioned between ethyl acetate and water and the organic phase dried over magnesium sulfate. Concentration in vacuo afforded a colour... Starting materials: N=1C=CN2C1C=CC(=C2)C=2C=C(C(NC2C)=O)C#N (1,2-dihydro-5-(imidazo[1,2-a]pyridin-6-yl)-6-methyl-2-oxo-3-pyridinecarbonitrile), BrBr (bromine). Solvent: C(C)(=O)O (acetic acid). Run at temperature 30 celsius. Yields the product Br.BrC1=CN=C2N1C=C(C=C2)C=2C=C(C(NC2C)=O)C#N (5-(3-bromoimidazo[1,2-a]pyridin-6-yl)-1,2-dihydro-6-methyl-2-oxo-3-pyridinecarbonitrile hydrobromide). Isolated yield 155.9%. RXN SMILES: [N:1]1[CH:2]=[CH:3][N:4]2[CH:9]=[C:8]([C:10]3[CH:11]=[C:12]([C:18]#[N:19])[C:13](=[O:17])[NH:14][C:15]=3[CH3:16])[CH:7]=[CH:6][C:5]=12.[Br:20]Br>C(O)(=O)C>[BrH:20].[Br:20][C:3]1[N:4]2[CH:9]=[C:8]([C:10]3[CH:11]=[C:12]([C:18]#[N:19])[C:13](=[O:17])[NH:14][C:15]=3[CH3:16])[CH:7]=[CH:6][C:5]2=[N:1][CH:2]=1 |f:3.4|. Procedure: In 10 ml of acetic acid was dissolved 0.3 g of 1,2-dihydro-5-(imidazo[1,2-a]pyridin-6-yl)-6-methyl-2-oxo-3-pyridinecarbonitrile. To the solution 0.2 g of bromine was added and the mixture was warmed to 30° C. After cooling, precipitated white crystals were taken by filtration. After washing with ether, the crystals were recrystallized from methanol to obtain 0.4 g of 5-(3-bromoimidazo[1,2-a]pyridin-6-yl)-1,2-dihydro-6-methyl-2-oxo-3-pyridinecarbonitrile hydrobromide.